From a dataset of the Open Reaction Database (ORD), a public repository of structured organic reaction records. describe an organic reaction: reactants, conditions, products, and yield Starting materials: BrC1C(C2=CC=C(C=C2C1)Cl)=O (2-bromo-5-chloroindan-1-on), ClC1=C(OCC(=S)N)C=CC(=C1)Cl (2-(2,4-dichlorophenoxy)-thioacetamide). The solvent is CC(=O)C (acetone). Conditions: time 12 hour. The product is Br.ClC1=CC=2CC3C(N=C(S3)COC3=C(C=C(C=C3)Cl)Cl)(C2C=C1)O (6-Chloro-2-(2,4-dichlorophenoxymethyl)-8,8a-dihydroindeno[1,2-d ]thiazol-3a-ol Hydrobromide), ClC1=CC=2CC3C(N=C(S3)COC3=C(C=C(C=C3)Cl)Cl)(C2C=C1)O (6-chloro-2-(2, 4-dichlorophenoxymethyl)-8,8a-dihydroindeno[1,2-d]thiazol-3a-ol). Reaction SMILES: [Br:1][CH:2]1[CH2:10][C:9]2[C:4](=[CH:5][CH:6]=[C:7]([Cl:11])[CH:8]=2)[C:3]1=[O:12].[Cl:13][C:14]1[CH:24]=[C:23]([Cl:25])[CH:22]=[CH:21][C:15]=1[O:16][CH2:17][C:18]([NH2:20])=[S:19]>CC(C)=O>[BrH:1].[Cl:11][C:7]1[CH:6]=[CH:5][C:4]2[C:3]3([OH:12])[N:20]=[C:18]([CH2:17][O:16][C:15]4[CH:21]=[CH:22][C:23]([Cl:25])=[CH:24][C:14]=4[Cl:13])[S:19][CH:2]3[CH2:10][C:9]=2[CH:8]=1.[Cl:11][C:7]1[CH:6]=[CH:5][C:4]2[C:3]3([OH:12])[N:20]=[C:18]([CH2:17][O:16][C:15]4[CH:21]=[CH:22][C:23]([Cl:25])=[CH:24][C:14]=4[Cl:13])[S:19][CH:2]3[CH2:10][C:9]=2[CH:8]=1 |f:3.4|. Reported procedure: At room temperature, 0.25 g of 2-bromo-5-chloroindan-1-on and 0.24 g of 2-(2,4-dichlorophenoxy)-thioacetamide ware dissolved in 5 ml of dry acetone, and the mixture was stirred at room temperature for 12 h. The resulting precipitate was filtered off with suction, washed with acetone and dried under high vacuum. This yielded the hydrobromide of 6-chloro-2-(2, 4-dichlorophenoxymethyl)-8,8a-dihydroindeno[1,2-d]thiazol-3a-ol having a melting point of 170° C. (decomposition). Starting materials: FC1=CC=C2C(=C(NC(C2=C1)=O)C1=CC=CC=C1)OCCOC1OCCCC1 (7-fluoro-3-phenyl-4-[2-(tetrahydro-2H-pyran-2-yloxy)ethoxy]isoquinolin-1(2H)-one), p-toluenesuphonic acid. The solvent is CO (methanol). Reaction conditions: temperature 55 celsius. Product: FC1=CC=C2C(=C(NC(C2=C1)=O)C1=CC=CC=C1)OCCO (7-fluoro-4-(2-hydroxyethoxy)-3-phenylisoquinolin-1(2H)-one). The yield is 95.0%. RXN SMILES: [F:1][C:2]1[CH:11]=[C:10]2[C:5]([C:6]([O:19][CH2:20][CH2:21][O:22]C3CCCCO3)=[C:7]([C:13]3[CH:18]=[CH:17][CH:16]=[CH:15][CH:14]=3)[NH:8][C:9]2=[O:12])=[CH:4][CH:3]=1>CO>[F:1][C:2]1[CH:11]=[C:10]2[C:5]([C:6]([O:19][CH2:20][CH2:21][OH:22])=[C:7]([C:13]3[CH:18]=[CH:17][CH:16]=[CH:15][CH:14]=3)[NH:8][C:9]2=[O:12])=[CH:4][CH:3]=1. Procedure details: To a solution of 590 mg (1.54 mmol) of 7-fluoro-3-phenyl-4-[2-(tetrahydro-2H-pyran-2-yloxy)ethoxy]isoquinolin-1(2H)-one in methanol (12 mL), 88 mg of p-toluenesuphonic acid (0.46 mmol) were added and the resulting mixture was heated at 55° C. for 2 hours. The solvent was removed under reduced pressure and the residue was diluted with dichloromethane and washed twice with aqueous sodium hydrogencarbonate saturated solution. The combined organic layer were dried over sodium sulphate and concentrat... Starting materials: C(#N)CC[C@H](C1=CC(=C(C=C1)Cl)Cl)NC(OC(C)(C)C)=O ((R)-tert-butyl 3-cyano-1-(3,4-dichlorophenyl)propylcarbamate), Cl (HCl). Run in C(Cl)Cl (DCM), O1CCOCC1 (dioxane), CCOCC (ether). Reaction conditions: time 12 hour. The product is Cl.N[C@H](CCC#N)C1=CC(=C(C=C1)Cl)Cl ((R)-4-amino-4-(3,4-dichlorophenyl)butanenitrile hydrochloride). Yield: 104.6%. RXN SMILES: [C:1]([CH2:3][CH2:4][C@@H:5]([NH:14]C(=O)OC(C)(C)C)[C:6]1[CH:11]=[CH:10][C:9]([Cl:12])=[C:8]([Cl:13])[CH:7]=1)#[N:2].Cl>C(Cl)Cl.O1CCOCC1.CCOCC>[ClH:12].[NH2:14][C@@H:5]([C:6]1[CH:11]=[CH:10][C:9]([Cl:12])=[C:8]([Cl:13])[CH:7]=1)[CH2:4][CH2:3][C:1]#[N:2] |f:5.6|. Procedure details: To a stirred solution of 368 (534 mg, 1.62 mmol) in DCM (5 mL) was added 4M HCl (811 μL, 3.24 mmol) in dioxane and stirring was continued for 12 h. The mixture was diluted with ether, filtered and dried to afford 225 mgs (52%) of (R)-4-amino-4-(3,4-dichlorophenyl)butanenitrile hydrochloride (370) as a white solid. The reactants are O=C1N(CC(C1)C1=CC(=C(C(=C1)F)F)F)CN1C=NC(=C1)C#N ((+)-1-{[2-oxo-4-(3,4,5-trifluorophenyl)pyrrolidin-1-yl]methyl}-1H-imidazole-4-carbonitrile), N.CO (NH3 MeOH). Reagents/catalysts: [Pd] (Pd/C). Reaction conditions: time 6 hour. The product is NCC1=CN=CN1CN1C(CC(C1)C1=CC(=C(C(=C1)F)F)F)=O (1-(5-aminomethyl-imidazol-1-ylmethyl)-4-(3,4,5-trifluoro-phenyl)-pyrrolidin-2-one). As a reaction SMILES: [O:1]=[C:2]1[CH2:6][CH:5]([C:7]2[CH:12]=[C:11]([F:13])[C:10]([F:14])=[C:9]([F:15])[CH:8]=2)[CH2:4][N:3]1[CH2:16][N:17]1[CH:21]=[C:20](C#N)[N:19]=[CH:18]1.[NH3:24].[CH3:25]O>[Pd]>[NH2:24][CH2:25][C:21]1[N:17]([CH2:16][N:3]2[CH2:4][CH:5]([C:7]3[CH:12]=[C:11]([F:13])[C:10]([F:14])=[C:9]([F:15])[CH:8]=3)[CH2:6][C:2]2=[O:1])[CH:18]=[N:19][CH:20]=1 |f:1.2|. Reported procedure: In a 250 ml parr apparatus, Pd/C (0.1 g, 10% w/w) is added onto a solution of the enantiomerically pure (+)-1-{[2-oxo-4-(3,4,5-trifluorophenyl)pyrrolidin-1-yl]methyl}-1H-imidazole-4-carbonitrile 79 (0.2 g, 0.624 mmol) in NH3/MeOH (3 M, 30 ml) and the suspension is stirred under an hydrogen pressure (50 psi) for 6 h. The reaction mixture is concentrated in vacuo, dissolved in AcOEt, dried over MgSO4, filtered and concentrated in vacuo to afford 0.14 g of crude 1-(5-aminomethyl-imidazol-1-ylmethyl... Reactants: Cl (hydrochloric acid), C([O-])(O)=O.[Na+] (sodium bicarbonate), C1(=CC=CC=C1)[Li] (Phenyl lithium), N1=CC=C(C=C1)C (4-picoline), 2-(4-Chlorobutoxy)-3,4,5,6-2H-tetrahydropyran. The solvent is O1CCCC1 (tetrahydrofuran). Run at time 20 minute. Product: N1=CC=C(C=C1)CCCCCO (5-(4-pyridinyl)-1-pentanol). As a reaction SMILES: [C:1]1([Li])[CH:6]=[CH:5][CH:4]=[CH:3][CH:2]=1.[N:8]1[CH:13]=[CH:12]C(C)=[CH:10][CH:9]=1.Cl.C(=O)(O)[O-:17].[Na+]>O1CCCC1>[N:8]1[CH:13]=[CH:12][C:1]([CH2:6][CH2:5][CH2:4][CH2:3][CH2:2][OH:17])=[CH:10][CH:9]=1 |f:3.4|. Procedure: Phenyl lithium (1.8 M cyclohexane diethyl ether, 27.6 mL, 0.0497 mol) is slowly added to a stirring solution of 4-picoline (4.6 g, 0.0497 mol) in 50 mL of tetrahydrofuran under nitrogen. The solution is stirred for 20 minutes at room temperature and then cooled to 0° C. 2-(4-Chlorobutoxy)-3,4,5,6-2H-tetrahydropyran (6.4 g, 0.0332 mol) is slowly added to the reaction mixture and the mixture is stirred for 30 minutes at 0° C. The reaction mixture is refluxed for 12 hours, cooled, and 100 mL of 10%... Reported procedure: In a 3 L four-necked flask were placed 820 g of benzene and 53 g of concentrated sulfuric acid, to which 428 g of the dehydration product of 2-hydroxymethyl-3-methylbicyclo[2.2.1]heptane containing 2-methylene-3-methylbicyclo[2.2.1]heptane and 2,3-dimethylbicyclo[2.2.1]hept-2-ene as main ingredients was added dropwise over 3 hours to perform alkylation. The reaction mixture was washed with a dilute aqueous NaOH solution and with a saturated aqueous sodium chloride solution. After the removal of ... The reactants are S(O)(O)(=O)=O (sulfuric acid), dehydration product, OCC1C2CCC(C1C)C2 (2-hydroxymethyl-3-methylbicyclo[2.2.1]heptane), C=C1C2CCC(C1C)C2 (2-methylene-3-methylbicyclo[2.2.1]heptane), CC=1C2CCC(C1C)C2 (2,3-dimethylbicyclo[2.2.1]hept-2-ene). The product is C1(CCCCC1)C1(C2(CCC(C1)C2)C)C (cyclohexyl-dimethylbicyclo[2.2.1]heptane). RXN SMILES: S(=O)(=O)(O)O.OC[CH:8]1[CH:13]([CH3:14])[CH:12]2[CH2:15][CH:9]1[CH2:10][CH2:11]2.C=[C:17]1[CH:22](C)[CH:21]2C[CH:18]1[CH2:19][CH2:20]2.[CH3:25]C1C2CC(C=1C)CC2>C1C=CC=CC=1>[CH:17]1([C:13]2([CH3:14])[CH2:8][CH:9]3[CH2:15][C:12]2([CH3:25])[CH2:11][CH2:10]3)[CH2:22][CH2:21][CH2:20][CH2:19][CH2:18]1. Run in C1=CC=CC=C1 (benzene). Starting materials: C(C1=CC=CC=C1)OC=1C=C2C(=C(N(C2=CC1)CC1=CC=C(C=C1)OCCN1CCCCCC1)C1=CC=C(C=C1)OCC1=CC=CC=C1)C (5-Benzyloxy-2-(4-benzyloxy-phenyl)-3-methyl-1-[4-(2-azepan-1-yl-ethoxy)-benzyl]-1H-indole). The solvent is C1CCOC1.CCO (THF EtOH). Product: N1(CCCCCC1)CCOC1=CC=C(CN2C(=C(C3=CC(=CC=C23)O)C)C2=CC=C(C=C2)O)C=C1 (1-[4-(2-Azepan-1-yl-ethoxy)-benzyl]-2-(4-hydroxy-phenyl)-3-methyl-1H-indol-5-ol), white foam. RXN SMILES: C([O:8][C:9]1[CH:10]=[C:11]2[C:15](=[CH:16][CH:17]=1)[N:14]([CH2:18][C:19]1[CH:24]=[CH:23][C:22]([O:25][CH2:26][CH2:27][N:28]3[CH2:34][CH2:33][CH2:32][CH2:31][CH2:30][CH2:29]3)=[CH:21][CH:20]=1)[C:13]([C:35]1[CH:40]=[CH:39][C:38]([O:41]CC3C=CC=CC=3)=[CH:37][CH:36]=1)=[C:12]2[CH3:49])C1C=CC=CC=1>C1COCC1.CCO>[N:28]1([CH2:27][CH2:26][O:25][C:22]2[CH:21]=[CH:20][C:19]([CH2:18][N:14]3[C:15]4[C:11](=[CH:10][C:9]([OH:8])=[CH:17][CH:16]=4)[C:12]([CH3:49])=[C:13]3[C:35]3[CH:36]=[CH:37][C:38]([OH:41])=[CH:39][CH:40]=3)=[CH:24][CH:23]=2)[CH2:34][CH2:33][CH2:32][CH2:31][CH2:30][CH2:29]1 |f:1.2|. Procedure: A solution consisting of indole 44 (17.5g, 26.9 mmol) in THF/EtOH (1:1) was hydrogenated under an atmosphere of H2 using 10% Pd/C as a catalyst. Chromatography on silica gel CH2Cl2/MeOH (gradient from 100/0 to 85/15) yields the desired product as 8.5 g of white foam along with 2.5 g of a fraction containing small impurities. Although the free base is the material used in the next step (bis-glucuronidation), for purposes of characterization and enhancing the compounds shelf life an acid addition ... Reactants: Brc1cnc(I)nc1, N#Cc1ccc(B(O)O)cc1, COCCOC, CCCCCCCCOc1ccc(-c2ncc(Br)cn2)c(F)c1F, [Na+], [Na+], O=C([O-])[O-], c1ccc(P(c2ccccc2)(c2ccccc2)[Pd](P(c2ccccc2)(c2ccccc2)c2ccccc2)(P(c2ccccc2)(c2ccccc2)c2ccccc2)P(c2ccccc2)(c2ccccc2)c2ccccc2)cc1. The product is N#Cc1ccc(-c2ncc(Br)cn2)cc1. RXN SMILES: [Br:1][c:2]1[cH:3][n:4][c:5]([I:8])[n:6][cH:7]1.[C:9](#[N:10])[c:11]1[cH:12][cH:13][c:14]([B:17]([OH:18])[OH:19])[cH:15][cH:16]1.[CH3:127][O:128][CH2:129][CH2:130][O:131][CH3:132].[F:26][c:27]1[c:28]([F:29])[c:30]([O:31][CH2:32][CH2:33][CH2:34][CH2:35][CH2:36][CH2:37][CH2:38][CH3:39])[cH:40][cH:41][c:42]1-[c:43]1[n:44][cH:45][c:46]([Br:47])[cH:48][n:49]1.[Na+:20].[Na+:21].[O-:22][C:23](=[O:24])[O-:25].[cH:50]1[cH:51][cH:52][c:53]([P:54]([Pd:55]([P:56]([c:57]2[cH:58][cH:59][cH:60][cH:61][cH:62]2)([c:63]2[cH:64][cH:65][cH:66][cH:67][cH:68]2)[c:69]2[cH:70][cH:71][cH:72][cH:73][cH:74]2)([P:75]([c:76]2[cH:77][cH:78][cH:79][cH:80][cH:81]2)([c:82]2[cH:83][cH:84][cH:85][cH:86][cH:87]2)[c:88]2[cH:89][cH:90][cH:91][cH:92][cH:93]2)[P:94]([c:95]2[cH:96][cH:97][cH:98][cH:99][cH:100]2)([c:101]2[cH:102][cH:103][cH:104][cH:105][cH:106]2)[c:107]2[cH:108][cH:109][cH:110][cH:111][cH:112]2)([c:113]2[cH:114][cH:115][cH:116][cH:117][cH:118]2)[c:119]2[cH:120][cH:121][cH:122][cH:123][cH:124]2)[cH:125][cH:126]1>>[Br:1][c:2]1[cH:3][n:4][c:5](-[c:14]2[cH:13][cH:12][c:11]([C:9]#[N:10])[cH:16][cH:15]2)[n:6][cH:7]1. Solvent: CCOCC (ether), CCOCC (ether). RXN SMILES: [S:1]1[CH:5]=[CH:4][CH:3]=[C:2]1[Mg]Br.Br[C:9]1[S:10][CH:11]=[CH:12][CH:13]=1.[Mg].Br[C:16]1[S:20][C:19]([C:21]2[S:22][C:23](Br)=[CH:24][CH:25]=2)=[CH:18][CH:17]=1>CCOCC.Cl[Ni]1(Cl)[P](C2C=CC=CC=2)(C2C=CC=CC=2)CCC[P]1(C1C=CC=CC=1)C1C=CC=CC=1>[S:1]1[CH:5]=[CH:4][CH:3]=[C:2]1[C:11]1[S:10][C:9]([C:16]2[S:20][C:19]([C:21]3[S:22][CH:23]=[CH:24][CH:25]=3)=[CH:18][CH:17]=2)=[CH:13][CH:12]=1 |^1:34,50|. Reagents/catalysts: Cl[Ni]1([P](CCC[P](C2=CC=CC=C2)1C3=CC=CC=C3)(C4=CC=CC=C4)C5=CC=CC=C5)Cl (Ni(dppp)Cl2). Reactants: BrC1=CC=C(S1)C=1SC(=CC1)Br (5,5'-dibromo-2,2'-bithiophene), S1C(=CC=C1)[Mg]Br (Thienylmagnesiumbromide), ice, BrC=1SC=CC1 (2-bromothiophene), [Mg] (magnesium). Yields the product S1C(=CC=C1)C=1SC(=CC1)C=1SC(=CC1)C=1SC=CC1 (2,2':5',2":5",2'"-quaterthiophene). Procedure: Thienylmagnesiumbromide, made from 13 gr (80 mmol) of T-Br and 2.43 gr (100 mmol) of magnesium in 50 ml of anhydrous ether, was added to a solution of 11.71 gr (36 mmol) of 5,5'-dibromo-2,2'-bithiophene and 100 mg (0.18 mmol) of Ni(dppp)Cl2 in 150 ml of ether. The reaction mixture was refluxed for 4 hours and subsequently poured on an ice/dilute hydrochloric acid mixture. The product was extracted with toluene and recrystallized from a mixture of toluene and ethanol. The resulting orange powder ...